From a dataset of the Open Reaction Database (ORD), a public repository of structured organic reaction records. describe an organic reaction: reactants, conditions, products, and yield The reactants are CCc1ccncn1, [Li]CCCC, CCCCCC, CC(C)NC(C)C, CI, C1CCOC1, O. Yields the product CC(C)c1ccncn1, CC(C)[N-]C(C)C, [Li+]. Reaction SMILES: [CH2:13]([CH3:14])[c:15]1[n:16][cH:17][n:18][cH:19][cH:20]1.[CH2:8]([CH2:9][CH2:10][CH3:11])[Li:12].[CH3:23][CH2:24][CH2:25][CH2:26][CH2:27][CH3:28].[CH:1]([CH3:2])([CH3:3])[NH:4][CH:5]([CH3:6])[CH3:7].[I:21][CH3:22].[O:29]1[CH2:30][CH2:31][CH2:32][CH2:33]1.[OH2:34]>>[CH3:8][CH:13]([CH3:14])[c:15]1[n:16][cH:17][n:18][cH:19][cH:20]1.[CH:1]([CH3:2])([CH3:3])[N-:4][CH:5]([CH3:6])[CH3:7].[Li+:12]. Starting materials: CO, COC(=O)c1cccc2nc(C34CCCN(CC3)C4)oc12, N. The product is NC(=O)c1cccc2nc(C34CCCN(CC3)C4)oc12. Reaction SMILES: [CH3:23][OH:24].[N:1]12[CH2:2][CH2:3][CH2:4][C:5]([c:9]3[o:10][c:11]4[c:12]([n:13]3)[cH:14][cH:15][cH:16][c:17]4[C:18]([O:20][CH3:19])=[O:21])([CH2:6][CH2:7]1)[CH2:8]2.[NH3:22]>>[N:1]12[CH2:2][CH2:3][CH2:4][C:5]([c:9]3[o:10][c:11]4[c:12]([n:13]3)[cH:14][cH:15][cH:16][c:17]4[C:18](=[O:20])[NH2:22])([CH2:6][CH2:7]1)[CH2:8]2. Starting materials: CCCC[N+](CCCC)(CCCC)CCCC.[F-] (TBAF), Cl (hydrochloric acid), C(C)OC(=O)C1(CC1)NS(=O)(=O)C=1C=C(C(=O)OCC[Si](C)(C)C)C=CC1 (2-(trimethylsilyl)ethyl 3-{[1-(ethoxycarbonyl)cyclopropyl]sulfamoyl}benzoate), C(C)(C)I (isopropyl iodide), C([O-])([O-])=O.[K+].[K+] (potassium carbonate). The solvent is C1CCOC1 (THF), C1CCOC1 (THF), O (water), CN(C)C=O (DMF). Run at temperature 65 celsius, time 8 hour. The product is C(C)OC(=O)C1(CC1)N(S(=O)(=O)C=1C=C(C(=O)O)C=CC1)C(C)C (3-{[1-(ethoxycarbonyl)cyclopropyl](isopropyl)sulfamoyl}benzoic acid). RXN SMILES: [CH2:1]([O:3][C:4]([C:6]1([NH:9][S:10]([C:13]2[CH:14]=[C:15]([CH:25]=[CH:26][CH:27]=2)[C:16]([O:18]CC[Si](C)(C)C)=[O:17])(=[O:12])=[O:11])[CH2:8][CH2:7]1)=[O:5])[CH3:2].[CH:28](I)([CH3:30])[CH3:29].C(=O)([O-])[O-].[K+].[K+].CCCC[N+](CCCC)(CCCC)CCCC.[F-].Cl>C1COCC1.O.CN(C=O)C>[CH2:1]([O:3][C:4]([C:6]1([N:9]([CH:28]([CH3:30])[CH3:29])[S:10]([C:13]2[CH:14]=[C:15]([CH:25]=[CH:26][CH:27]=2)[C:16]([OH:18])=[O:17])(=[O:11])=[O:12])[CH2:7][CH2:8]1)=[O:5])[CH3:2] |f:2.3.4,5.6|. Reported procedure: A mixture of 450 mg of 2-(trimethylsilyl)ethyl 3-{[1-(ethoxycarbonyl)cyclopropyl]sulfamoyl}benzoate, 0.22 mL of isopropyl iodide, 451 mg of potassium carbonate, and 4.5 mL of DMF were stirred at 65° C. overnight. To the reaction mixture was added water, followed by extraction with ethyl acetate. Then, the organic layer was washed with water and saturated brine in this order, dried over anhydrous sodium sulfate, and then concentrated under reduced pressure to obtain a pale yellow oily substance. ... Reactants: COC(C)C(=O)Cl, CC(C)=O, Nc1ccc(C2=NNC(=O)CC2)cc1. Product: COC(C)C(=O)Nc1ccc(C2=NNC(=O)CC2)cc1. Reaction SMILES: [CH3:15][O:16][CH:17]([C:18](=[O:19])[Cl:20])[CH3:21].[CH3:22][C:23](=[O:24])[CH3:25].[NH2:1][c:2]1[cH:3][cH:4][c:5]([C:8]2=[N:13][NH:12][C:11](=[O:14])[CH2:10][CH2:9]2)[cH:6][cH:7]1>>[NH:1]([c:2]1[cH:3][cH:4][c:5]([C:8]2=[N:13][NH:12][C:11](=[O:14])[CH2:10][CH2:9]2)[cH:6][cH:7]1)[C:18]([CH:17]([O:16][CH3:15])[CH3:21])=[O:19]. The product is OC1=C(C(=O)NC2=C(C(=O)O)C=CC(=C2)C2=CC=CC=C2)C=CC(=C1)C (2-(2-hydroxy-4-methylbenzamido)-4-phenylbenzoic acid). Yield: 34.8%. Conditions: time 30 minute. As a reaction SMILES: [OH-].[Na+].C([O:6][C:7]1[CH:31]=[C:30]([CH3:32])[CH:29]=[CH:28][C:8]=1[C:9]([NH:11][C:12]1[CH:21]=[C:20]([C:22]2[CH:27]=[CH:26][CH:25]=[CH:24][CH:23]=2)[CH:19]=[CH:18][C:13]=1[C:14]([O:16]C)=[O:15])=[O:10])(=O)C.Cl>O1CCOCC1>[OH:6][C:7]1[CH:31]=[C:30]([CH3:32])[CH:29]=[CH:28][C:8]=1[C:9]([NH:11][C:12]1[CH:21]=[C:20]([C:22]2[CH:27]=[CH:26][CH:25]=[CH:24][CH:23]=2)[CH:19]=[CH:18][C:13]=1[C:14]([OH:16])=[O:15])=[O:10] |f:0.1|. Reported procedure: Dioxane (3 mL) and a 2 mol/L aqueous solution of sodium hydroxide (1.7 mL) were added to the obtained methyl 2-(2-acetoxy-4-methylbenzamido)-4-phenylbenzoate (0.14 g), followed by stirring at room temperature for 2 hours and 30 minutes. The reaction mixture was adjusted to a pH of 3.0 with 6 mol/L hydrochloric acid. The solid substance was collected by filtration to obtain 0.042 g of 2-(2-hydroxy-4-methylbenzamido)-4-phenylbenzoic acid as a white solid. The reactants are aqueous solution, [OH-].[Na+] (sodium hydroxide), C(C)(=O)OC1=C(C(=O)NC2=C(C(=O)OC)C=CC(=C2)C2=CC=CC=C2)C=CC(=C1)C (methyl 2-(2-acetoxy-4-methylbenzamido)-4-phenylbenzoate), Cl (hydrochloric acid). Run in O1CCOCC1 (Dioxane).